From a dataset of the Open Reaction Database (ORD), a public repository of structured organic reaction records. describe an organic reaction: reactants, conditions, products, and yield Product: NC=1C=C2C(C(N(C2=CC1[N+](=O)[O-])CC(F)(F)F)=O)(C)C (5-amino-3,3-dimethyl-6-nitro-1-(2,2,2-trifluoro-ethyl)-1,3-dihydro-indol-2-one). Reaction SMILES: [CH3:1][C:2]1([CH3:19])[C:10]2[C:5](=[CH:6][C:7]([N+:15]([O-:17])=[O:16])=[C:8]([NH:11]C(=O)C)[CH:9]=2)[NH:4][C:3]1=[O:18].I[CH2:21][C:22]([F:25])([F:24])[F:23].C([O-])([O-])=O.[K+].[K+]>>[NH2:11][C:8]1[CH:9]=[C:10]2[C:5](=[CH:6][C:7]=1[N+:15]([O-:17])=[O:16])[N:4]([CH2:21][C:22]([F:25])([F:24])[F:23])[C:3](=[O:18])[C:2]2([CH3:1])[CH3:19] |f:2.3.4|. The reactants are CC1(C(NC2=CC(=C(C=C12)NC(C)=O)[N+](=O)[O-])=O)C (N-(3,3-dimethyl-6-nitro-2-oxo-2,3-dihydro-1H-indol-5-yl)-acetamide), ICC(F)(F)F (2-iodo-1,1,1-trifluoro-ethane), C(=O)([O-])[O-].[K+].[K+] (K2CO3). Procedure: Analogously to general procedure (I) N-(3,3-dimethyl-6-nitro-2-oxo-2,3-dihydro-1H-indol-5-yl)-acetamide (5 g) is alkylated in a high pressure reaction vessel using 2-iodo-1,1,1-trifluoro-ethane (5.7 ml; 38 mmol) and K2CO3 (5.25 g; 38 mmol) at 50° C. for 14 days. After aqueous work-up and purification by RP chromatography the pure material (4 g) is de-acetylated in MeOH (150 ml) using DBU (3.6 ml) at reflux. After aqueous work-up 5-amino-3,3-dimethyl-6-nitro-1-(2,2,2-trifluoro-ethyl)-1,3-dihydro-... Yield: 58.0%.